From a dataset of the Open Reaction Database (ORD), a public repository of structured organic reaction records. describe an organic reaction: reactants, conditions, products, and yield The reactants are CC1=C(C(=NO1)C1=NC=CC=C1)CCC=1SC(=CN1)C(=O)O (2-[2-(5-methyl-3-pyridin-2-yl-isoxazol-4-yl)-ethyl]-thiazole-5-carboxylic acid), C(=O)(N1C=NC=C1)N1C=NC=C1 (1,1′-carbonyldiimidazole), [OH-].[NH4+] (ammonium hydroxide). The solvent is CN(C)C=O (DMF). Conditions: temperature 60 celsius, time 1 hour. The product is CC1=C(C(=NO1)C1=NC=CC=C1)CCC=1SC(=CN1)C(=O)N (2-[2-(5-Methyl-3-pyridin-2-yl-isoxazol-4-yl)-ethyl]-thiazole-5-carboxylic acid amide). The yield is 70.5%. Reaction SMILES: [CH3:1][C:2]1[O:6][N:5]=[C:4]([C:7]2[CH:12]=[CH:11][CH:10]=[CH:9][N:8]=2)[C:3]=1[CH2:13][CH2:14][C:15]1[S:16][C:17]([C:20]([OH:22])=O)=[CH:18][N:19]=1.C(N1C=CN=C1)([N:25]1C=CN=C1)=O.[OH-].[NH4+]>CN(C=O)C>[CH3:1][C:2]1[O:6][N:5]=[C:4]([C:7]2[CH:12]=[CH:11][CH:10]=[CH:9][N:8]=2)[C:3]=1[CH2:13][CH2:14][C:15]1[S:16][C:17]([C:20]([NH2:25])=[O:22])=[CH:18][N:19]=1 |f:2.3|. Reported procedure: To a solution of 2-[2-(5-methyl-3-pyridin-2-yl-isoxazol-4-yl)-ethyl]-thiazole-5-carboxylic acid (73 mg, 0.23 mmol) in DMF (3 mL) was added 1,1′-carbonyldiimidazole (45 mg, 0.28 mmol). The resulting reaction mixture was stirred for 1 h at 60° C. and then treated with an ammonium hydroxide solution (357 μL, 2.3 mmol) and stirred overnight at room temperature. The reaction mixture was then evaporated. Purification by chromatography (silica, 0 to 10% methanol in dichloromethane) afforded the title c... The reactants are B(OC(C)C)(OC(C)C)OC(C)C (Triisopropyl borate), C(CCC)[Li] (butyllithium), hexanes, BrC1=C(C=CC(=C1)C)SC (2-bromo-4-methylthioanisole), O1CCCC1 (tetrahydrofuran), Cl (Hydrochloric acid). Run at temperature -78 celsius, time 5 minute. Yields the product COC1=C(C=C(C=C1)SC)B(O)O (2-Methoxy-5-methylthiophenylboronic acid). RXN SMILES: C([Li])CCC.Br[C:7]1[CH:12]=[C:11](C)[CH:10]=[CH:9][C:8]=1[S:14][CH3:15].[B:16](OC(C)C)([O:21]C(C)C)[O:17]C(C)C.Cl.[O:30]1CCC[CH2:31]1>>[CH3:31][O:30][C:11]1[CH:10]=[CH:9][C:8]([S:14][CH3:15])=[CH:7][C:12]=1[B:16]([OH:21])[OH:17]. Procedure: 1.6M butyllithium in hexanes (3.5 ml, 5.6 mmol) was added dropwise to a stirred solution of 2-bromo-4-methylthioanisole (1.165 g, 5 mmol) in anhydrous tetrahydrofuran (30 ml) at −100° C. under nitrogen and stirred for 5 minutes then warmed to −78° C. for 1 hour. Triisopropyl borate (2.82 g, 15 mmol) was added dropwise and the mixture allowed to warm to room temperature. Hydrochloric acid (30 ml, 30 mmol) were added and the mixture stirred vigorously for 1 hour. The organic phase was separated, w... The reactants are CC(Nc1cc(Br)c(F)cc1[N+](=O)[O-])c1ccc(F)cc1, C1CCOC1, CC(=O)[O-], CO, [Cl-], [NH4+], [NH4+], [Zn]. The product is CC(Nc1cc(Br)c(F)cc1N)c1ccc(F)cc1. Reaction SMILES: [Br:1][c:2]1[c:3]([F:21])[cH:4][c:5]([N+:18]([O-:19])=[O:20])[c:6]([NH:8][CH:9]([CH3:10])[c:11]2[cH:12][cH:13][c:14]([F:17])[cH:15][cH:16]2)[cH:7]1.[CH2:31]1[O:32][CH2:33][CH2:34][CH2:35]1.[CH3:25][C:26](=[O:27])[O-:28].[CH3:29][OH:30].[Cl-:22].[NH4+:23].[NH4+:24].[Zn:36]>>[Br:1][c:2]1[c:3]([F:21])[cH:4][c:5]([NH2:18])[c:6]([NH:8][CH:9]([CH3:10])[c:11]2[cH:12][cH:13][c:14]([F:17])[cH:15][cH:16]2)[cH:7]1. Starting materials: O=S(=O)(Cl)C1CC(C(COCc2ccccc2)COCc2ccccc2)C1, Cc1c(Nc2ccc(I)cc2F)c(N)c2n(c1=O)CCO2, c1ccncc1. The product is Cc1c(Nc2ccc(I)cc2F)c(NS(=O)(=O)C2CC(C(COCc3ccccc3)COCc3ccccc3)C2)c2n(c1=O)CCO2. As a reaction SMILES: [CH2:22]([c:23]1[cH:24][cH:25][cH:26][cH:27][cH:28]1)[O:29][CH2:30][CH:31]([CH2:32][O:33][CH2:34][c:35]1[cH:36][cH:37][cH:38][cH:39][cH:40]1)[CH:41]1[CH2:42][CH:43]([S:45](=[O:46])(=[O:47])[Cl:48])[CH2:44]1.[NH2:1][c:2]1[c:3]2[n:4]([c:5](=[O:18])[c:6]([CH3:17])[c:7]1[NH:8][c:9]1[c:10]([F:16])[cH:11][c:12]([I:15])[cH:13][cH:14]1)[CH2:19][CH2:20][O:21]2.[cH:49]1[cH:50][cH:51][n:52][cH:53][cH:54]1>>[NH:1]([c:2]1[c:3]2[n:4]([c:5](=[O:18])[c:6]([CH3:17])[c:7]1[NH:8][c:9]1[c:10]([F:16])[cH:11][c:12]([I:15])[cH:13][cH:14]1)[CH2:19][CH2:20][O:21]2)[S:45]([CH:43]1[CH2:42][CH:41]([CH:31]([CH2:30][O:29][CH2:22][c:23]2[cH:24][cH:25][cH:26][cH:27][cH:28]2)[CH2:32][O:33][CH2:34][c:35]2[cH:36][cH:37][cH:38][cH:39][cH:40]2)[CH2:44]1)(=[O:46])=[O:47]. Reactants: O=C1NC(=O)c2ccccc21, CS(C)=O, [K], O=[N+]([O-])c1cc(CCl)cc([N+](=O)[O-])c1. Product: O=C1c2ccccc2C(=O)N1Cc1cc([N+](=O)[O-])cc([N+](=O)[O-])c1. RXN SMILES: [C:15]1(=[O:25])[c:16]2[c:17]([cH:21][cH:22][cH:23][cH:24]2)[C:18](=[O:20])[NH:19]1.[CH3:27][S:28]([CH3:29])=[O:30].[K:26].[N+:1](=[O:2])([O-:3])[c:4]1[cH:5][c:6]([CH2:7][Cl:8])[cH:9][c:10]([N+:12](=[O:13])[O-:14])[cH:11]1>>[N+:1](=[O:2])([O-:3])[c:4]1[cH:5][c:6]([CH2:7][N:19]2[C:15](=[O:25])[c:16]3[c:17]([cH:21][cH:22][cH:23][cH:24]3)[C:18]2=[O:20])[cH:9][c:10]([N+:12](=[O:13])[O-:14])[cH:11]1.